From a dataset of the Open Reaction Database (ORD), a public repository of structured organic reaction records. describe an organic reaction: reactants, conditions, products, and yield Starting materials: FC(S(=O)(=O)OC=1N=C2C(=CNC2=CC1)C1CCN(CC1)C)(F)F (O-Trifluoromethanesulfonyl-3-(1-methylpiperidin-4-yl)-5-hydroxy-4-aza-1H-indole), FC1=CC=C(C2=CC=CC=C12)B(O)O (4-fluoronaphth-1-ylboronic acid). Yields the product FC1=CC=C(C2=CC=CC=C12)C=1N=C2C(=CNC2=CC1)C1CCN(CC1)C (5-(4-Fluoronaphth-1-yl)-3-(1-Methylpiperidin-4-yl)-4-Aza-1H-Indole). Isolated yield 84.5%. RXN SMILES: FC(F)(F)S(O[C:7]1[N:8]=[C:9]2[C:13](=[CH:14][CH:15]=1)[NH:12][CH:11]=[C:10]2[CH:16]1[CH2:21][CH2:20][N:19]([CH3:22])[CH2:18][CH2:17]1)(=O)=O.[F:25][C:26]1[C:35]2[C:30](=[CH:31][CH:32]=[CH:33][CH:34]=2)[C:29](B(O)O)=[CH:28][CH:27]=1>>[F:25][C:26]1[C:35]2[C:30](=[CH:31][CH:32]=[CH:33][CH:34]=2)[C:29]([C:7]2[N:8]=[C:9]3[C:13](=[CH:14][CH:15]=2)[NH:12][CH:11]=[C:10]3[CH:16]2[CH2:17][CH2:18][N:19]([CH3:22])[CH2:20][CH2:21]2)=[CH:28][CH:27]=1. Reported procedure: O-Trifluoromethanesulfonyl-3-(1-methylpiperidin-4-yl)-5-hydroxy-4-aza-1H-indole (160 mg, 0.441 mmol) and 4-fluoronaphth-1-ylboronic acid (134 mg, 0.71 mmol) were converted to 134 mg of the title compound by the procedure of Example 3. (85%). MS(FD) m/e 359.8 (M+). EA calculated for C23H22FN3: C, 76.88; H, 6.13; N, 11.70. Found: C, 77.15; H, 6.21; N, 11.62. The reactants are OC1=C(C=CC=C1)CCC1(NC(OC1)=O)C (4-(2-(2-hydroxyphenyl)ethyl)-4-methyl-2-oxazolidinone), C(CCCCCC)Br (heptyl bromide), O (water), [H-].[Na+] (sodium hydride). The solvent is CN(C=O)C (dimethylformamide), O1CCCC1 (tetrahydrofuran), CN(C=O)C (dimethylformamide). Conditions: time 2 hour. Yields the product C(CCCCCC)OC1=C(C=CC=C1)CCC1(NC(OC1)=O)C (4-(2-(2-Heptyloxyphenyl)ethyl)-4-methyl-2-oxazolidinone). The yield is 83.1%. RXN SMILES: [H-].[Na+].[OH:3][C:4]1[CH:9]=[CH:8][CH:7]=[CH:6][C:5]=1[CH2:10][CH2:11][C:12]1([CH3:18])[CH2:16][O:15][C:14](=[O:17])[NH:13]1.[CH2:19](Br)[CH2:20][CH2:21][CH2:22][CH2:23][CH2:24][CH3:25].O>CN(C)C=O.O1CCCC1>[CH2:19]([O:3][C:4]1[CH:9]=[CH:8][CH:7]=[CH:6][C:5]=1[CH2:10][CH2:11][C:12]1([CH3:18])[CH2:16][O:15][C:14](=[O:17])[NH:13]1)[CH2:20][CH2:21][CH2:22][CH2:23][CH2:24][CH3:25] |f:0.1|. Procedure: To a suspension of sodium hydride (90 mg) in dimethylformamide (1 ml), under ice-cooling, a solution of 4-(2-(2-hydroxyphenyl)ethyl)-4-methyl-2-oxazolidinone (0.50 g) in dimethylformamide (2 ml) was added and the mixture was stirred at room temperature for 2 hours. To the solution, a solution of heptyl bromide (0.47 g) in tetrahydrofuran (2 ml) was added and the mixture was stirred at the same temperature for 5.5 hours. The reaction mixture was poured into water and extracted with ethyl acetate.... The reactants are C1(CCCC1)CC#CC#N (4-Cyclopentyl-but-2-ynenitrile), CCO (EtOH), Cl.NO (Hydroxylamine HCl). Solvent: CCOCC (Et2O), [OH-].[Na+] (NaOH). Conditions: time 2 hour. Product: C1(CCCC1)CC1=CC(=NO1)N (5-Cyclopentylmethyl-isoxazol-3-ylamine). As a reaction SMILES: Cl.[NH2:2][OH:3].[CH:4]1([CH2:9][C:10]#[C:11][C:12]#[N:13])[CH2:8][CH2:7][CH2:6][CH2:5]1.CCO>[OH-].[Na+].CCOCC>[CH:4]1([CH2:9][C:10]2[O:3][N:2]=[C:12]([NH2:13])[CH:11]=2)[CH2:8][CH2:7][CH2:6][CH2:5]1 |f:0.1,4.5|. Procedure details: Hydroxylamine HCl (20.3 mmol) was dissolved in 14.9 mL of 2.5 M aqueous NaOH solution at rt and 4-Cyclopentyl-but-2-ynenitrile (16.9 mmol) was added in solution with 50 mL EtOH. The cloudy suspension was stirred at rt for 2 hours. The reaction material was then diluted with 200 mL of Et2O and washed with two 50 mL portions of water, followed by 50 mL of aqueous saturated sodium chloride solution. The organics were then dried over Na2SO4, filtered and concentrated under reduced pressure. The crud... Reactants: C1CCOC1, CCCC[N+](CCCC)(CCCC)CCCC, [F-], C[Si](C)(C)C#Cc1ccc2c(c1)c(-c1c(F)cccc1F)nc1c(NC3CCN(S(C)(=O)=O)CC3)n(COCC[Si](C)(C)C)nc12, O. The product is C#Cc1ccc2c(c1)c(-c1c(F)cccc1F)nc1c(NC3CCN(S(C)(=O)=O)CC3)n(COCC[Si](C)(C)C)nc12. As a reaction SMILES: [CH2:48]1[O:49][CH2:50][CH2:51][CH2:52]1.[CH3:54][CH2:55][CH2:56][CH2:57][N+:58]([CH2:59][CH2:60][CH2:61][CH3:62])([CH2:63][CH2:64][CH2:65][CH3:66])[CH2:67][CH2:68][CH2:69][CH3:70].[F-:53].[F:1][c:2]1[c:3](-[c:9]2[n:10][c:11]3[c:12]([c:13]4[cH:14][cH:15][c:16]([C:19]#[C:20][Si:21]([CH3:22])([CH3:23])[CH3:24])[cH:17][c:18]24)[n:25][n:26]([CH2:39][O:40][CH2:41][CH2:42][Si:43]([CH3:44])([CH3:45])[CH3:46])[c:27]3[NH:28][CH:29]2[CH2:30][CH2:31][N:32]([S:35](=[O:36])(=[O:37])[CH3:38])[CH2:33][CH2:34]2)[c:4]([F:8])[cH:5][cH:6][cH:7]1.[OH2:47]>>[F:1][c:2]1[c:3](-[c:9]2[n:10][c:11]3[c:12]([c:13]4[cH:14][cH:15][c:16]([C:19]#[CH:20])[cH:17][c:18]24)[n:25][n:26]([CH2:39][O:40][CH2:41][CH2:42][Si:43]([CH3:44])([CH3:45])[CH3:46])[c:27]3[NH:28][CH:29]2[CH2:30][CH2:31][N:32]([S:35](=[O:36])(=[O:37])[CH3:38])[CH2:33][CH2:34]2)[c:4]([F:8])[cH:5][cH:6][cH:7]1. Reactants: BrCCCCCl (1-bromo-4-chloro-butane), O (water), CC=1OC(=C(N1)C)C=1C(NC(NC1)=O)=O (5-(2,4-Dimethyl-oxazol-5-yl)-1H-pyrimidine-2,4-dione), C(=O)([O-])[O-].[K+].[K+] (K2CO3). Solvent: CN(C)C=O (DMF), CN(C)C=O (DMF). Reaction conditions: time 1 hour. Product: ClCCCCN1C(NC(C(=C1)C1=C(N=C(O1)C)C)=O)=O (1-(4-Chloro-butyl)-5-(2,4-dimethyl-oxazol-5-yl)-1H-pyrimidine-2,4-dione). Yield: 47.0%. As a reaction SMILES: [CH3:1][C:2]1[O:3][C:4]([C:8]2[C:9](=[O:15])[NH:10][C:11](=[O:14])[NH:12][CH:13]=2)=[C:5]([CH3:7])[N:6]=1.C([O-])([O-])=O.[K+].[K+].Br[CH2:23][CH2:24][CH2:25][CH2:26][Cl:27].O>CN(C=O)C>[Cl:27][CH2:26][CH2:25][CH2:24][CH2:23][N:12]1[CH:13]=[C:8]([C:4]2[O:3][C:2]([CH3:1])=[N:6][C:5]=2[CH3:7])[C:9](=[O:15])[NH:10][C:11]1=[O:14] |f:1.2.3|. Procedure details: 5-(2,4-Dimethyl-oxazol-5-yl)-1H-pyrimidine-2,4-dione (Prep61, 300 mg, 1.45 mmol) was dissolved in dry DMF (4 ml) and K2CO3 (300 mg, 2.17 mmol) was added. The mixture was stirred at room temperature for 1 h, then a solution of 1-bromo-4-chloro-butane (commercially available from Aldrich, 496 mg, 2.9 mmol) in dry DMF (1 ml) was added. After stirring the reaction at room temperature for 48 hours, water was added and the mixture was extracted with diethylether. The aqueous layer was then extracted w... Reactants: ClC1=C(C=C(C=N1)CO)F ((6-chloro-5-fluoro-3-pyridinyl)methanol), C(=O)([O-])[O-].[K+].[K+] (K2CO3), CB1OB(OB(O1)C)C (trimethylboroxin). Reagents/catalysts: C=1C=CC(=CC1)[P](C=2C=CC=CC2)(C=3C=CC=CC3)[Pd]([P](C=4C=CC=CC4)(C=5C=CC=CC5)C=6C=CC=CC6)([P](C=7C=CC=CC7)(C=8C=CC=CC8)C=9C=CC=CC9)[P](C=1C=CC=CC1)(C=1C=CC=CC1)C=1C=CC=CC1 (Pd(PPh3)4). The solvent is O1CCOCC1 (1,4-dioxane). Reaction conditions: temperature 110 celsius. Yields the product FC=1C=C(C=NC1C)CO ((5-Fluoro-6-methyl-3-pyridinyl)methanol). Yield: 49.3%. Reaction SMILES: Cl[C:2]1[N:7]=[CH:6][C:5]([CH2:8][OH:9])=[CH:4][C:3]=1[F:10].[C:11]([O-])([O-])=O.[K+].[K+].CB1OB(C)OB(C)O1>O1CCOCC1.C1C=CC([P]([Pd]([P](C2C=CC=CC=2)(C2C=CC=CC=2)C2C=CC=CC=2)([P](C2C=CC=CC=2)(C2C=CC=CC=2)C2C=CC=CC=2)[P](C2C=CC=CC=2)(C2C=CC=CC=2)C2C=CC=CC=2)(C2C=CC=CC=2)C2C=CC=CC=2)=CC=1>[F:10][C:3]1[CH:4]=[C:5]([CH2:8][OH:9])[CH:6]=[N:7][C:2]=1[CH3:11] |f:1.2.3,^1:35,37,56,75|. Reported procedure: To a solution of (6-chloro-5-fluoro-3-pyridinyl)methanol (1.3 g, 8.05 mmol) in 1,4-dioxane (10 ml) was added K2CO3 (3.34 g, 24.14 mmol), trimethylboroxin (1.125 ml, 8.05 mmol) and Pd(PPh3)4 (0.465 g, 0.402 mmol). The mixture was then heated at 110° C. for 20 h in a pressure tube. The resulting mixture was quenched with H2O, extracted with EtOAc, dried over MgSO4 and concentrated under vacuum. The residue was purified by flash chromatography using Flashmaster II, a 25 g spherical silica gel cartr...